Dataset: the Open Reaction Database (ORD), a public repository of structured organic reaction records. Task: describe an organic reaction: reactants, conditions, products, and yield Starting materials: Cl.CC1=C(N=CN1)CSCCSC(NC#N)=NC (S-[2-(5-methyl-4-imidazolylmethylthio)ethyl]-N-cyano-N'-methylisothiourea hydrochloride), C([O-])([O-])=O.[Na+].[Na+] (sodium carbonate). Product: CC1=C(N=CN1)CSCCSC(NC#N)=NC (S-[2-(5-Methyl-4-imidazolylmethylthio)ethyl]-N-cyano-N'-methylisothiourea). Reaction SMILES: Cl.[CH3:2][C:3]1[NH:7][CH:6]=[N:5][C:4]=1[CH2:8][S:9][CH2:10][CH2:11][S:12][C:13](=[N:17][CH3:18])[NH:14][C:15]#[N:16].C(=O)([O-])[O-].[Na+].[Na+]>>[CH3:2][C:3]1[NH:7][CH:6]=[N:5][C:4]=1[CH2:8][S:9][CH2:10][CH2:11][S:12][C:13](=[N:17][CH3:18])[NH:14][C:15]#[N:16] |f:0.1,2.3.4|. Procedure: This hydrochloride may be treated with aqueous sodium carbonate and the mixture extracted with chloroform and the chloroform extracts evaporated to give the free base. Reactants: C1CC2CC(=O)CC1N2.Cl (nortropinone hydrochloride), Cl.C1(=CC=CC=C1)NN (phenylhydrazine hydrochloride), S(O)(O)(=O)=O (sulfuric acid). Solvent: C(C)O (ethanol), C(C)O (ethanol). The product is [OH-].[NH4+] (ammonium hydroxide), N1C2CCC1C1=C(NC3=CC=CC=C13)C2 (5,6,7,8,9,10-hexahydro-7,10-iminocyclohept[b]indole). Yield: 103.9%. As a reaction SMILES: [CH2:1]1[CH:8]2[NH:9][CH:3]([CH2:4][C:5]([CH2:7]2)=[O:6])[CH2:2]1.Cl.Cl.[C:12]1([NH:18]N)[CH:17]=[CH:16][CH:15]=[CH:14][CH:13]=1.S(=O)(=O)(O)O>C(O)C>[OH-:6].[NH4+:9].[NH:9]1[CH:8]2[C:7]3[C:17]4[C:12](=[CH:13][CH:14]=[CH:15][CH:16]=4)[NH:18][C:5]=3[CH2:4][CH:3]1[CH2:2][CH2:1]2 |f:0.1,2.3,6.7|. Procedure details: A stirred solution of 5.0 g (30.96 mmol) of nortropinone hydrochloride and 4.6 g (31.89 mmol) of phenylhydrazine hydrochloride in 20 mL of ethanol was heated at reflux for 2.5 hours. After slow dropwise addition of 5 mL of concentrated sulfuric acid, the reaction mixture was stirred and refluxed for an additional 16 hours, and then it was added to a 50 mL of ethanol and sufficient IRA-400 resin was added to bring the mixture to pH 10. Decolorizing carbon (10 g) was added and the mixture was stir... The product is COc1c(NC(=O)Nc2ccc(C(=O)O)c3ccccc23)cc(C(C)(C)C)cc1NS(C)(=O)=O. Reaction SMILES: [Au:39].[C:1]([CH3:2])([CH3:3])([CH3:4])[O:5][C:6](=[O:7])[c:8]1[cH:9][cH:10][c:11]([NH:18][C:19](=[O:20])[NH:21][c:22]2[c:23]([O:37][CH3:38])[c:24]([NH:32][S:33](=[O:34])(=[O:35])[CH3:36])[cH:25][c:26]([C:28]([CH3:29])([CH3:30])[CH3:31])[cH:27]2)[c:12]2[cH:13][cH:14][cH:15][cH:16][c:17]12.[F:40][C:41]([F:42])([F:43])[C:44]([OH:45])=[O:46]>>[O:5]=[C:6]([OH:7])[c:8]1[cH:9][cH:10][c:11]([NH:18][C:19](=[O:20])[NH:21][c:22]2[c:23]([O:37][CH3:38])[c:24]([NH:32][S:33](=[O:34])(=[O:35])[CH3:36])[cH:25][c:26]([C:28]([CH3:29])([CH3:30])[CH3:31])[cH:27]2)[c:12]2[cH:13][cH:14][cH:15][cH:16][c:17]12. Reactants: [Au], COc1c(NC(=O)Nc2ccc(C(=O)OC(C)(C)C)c3ccccc23)cc(C(C)(C)C)cc1NS(C)(=O)=O, O=C(O)C(F)(F)F.